From a dataset of the Open Reaction Database (ORD), a public repository of structured organic reaction records. describe an organic reaction: reactants, conditions, products, and yield Solvent: C1(=CC=CC=C1)C (toluene). Conditions: temperature 110 celsius, time 8 hour. Product: ClC=1C(N(C2=CC=C(C=C2N1)C(=O)OC)CC1=CC=C(C=C1)OC)=O (methyl 3-chloro-1-(4-methoxybenzyl)-2-oxo-1,2-dihydroquinoxaline-6-carboxylate). Procedure: POCl3 (2 g, 13.25 mmol) and N,N-dimethylbenzenamine (2.13 g, 17.60 mmol,) were added to a solution of methyl 1-(4-methoxybenzyl)-2,3-dioxo-1,2,3,4-tetrahydroquinoxaline-6-carboxylate (3 g, 8.81 mmol) in toluene (100 ml). The resulting reaction was stirred overnight at 110° C. and concentrated in vacuo. The residue was triturated with methanol (50 ml) and collected by filtration to afford methyl 3-chloro-1-(4-methoxybenzyl)-2-oxo-1,2-dihydroquinoxaline-6-carboxylate as a green solid (2.27 g, 72%)... The reactants are O=P(Cl)(Cl)Cl (POCl3), CN(C1=CC=CC=C1)C (N,N-dimethylbenzenamine), COC1=CC=C(CN2C(C(NC3=CC(=CC=C23)C(=O)OC)=O)=O)C=C1 (methyl 1-(4-methoxybenzyl)-2,3-dioxo-1,2,3,4-tetrahydroquinoxaline-6-carboxylate). RXN SMILES: O=P(Cl)(Cl)[Cl:3].CN(C)C1C=CC=CC=1.[CH3:15][O:16][C:17]1[CH:39]=[CH:38][C:20]([CH2:21][N:22]2[C:31]3[C:26](=[CH:27][C:28]([C:32]([O:34][CH3:35])=[O:33])=[CH:29][CH:30]=3)[NH:25][C:24](=O)[C:23]2=[O:37])=[CH:19][CH:18]=1>C1(C)C=CC=CC=1>[Cl:3][C:24]1[C:23](=[O:37])[N:22]([CH2:21][C:20]2[CH:38]=[CH:39][C:17]([O:16][CH3:15])=[CH:18][CH:19]=2)[C:31]2[C:26]([N:25]=1)=[CH:27][C:28]([C:32]([O:34][CH3:35])=[O:33])=[CH:29][CH:30]=2. Yield: 71.8%. Reactants: [Cl-].[NH4+] (ammonium chloride), C(C1=CC=CC=C1)[Mg]Cl (benzylmagnesium chloride), C(C)(C)(C)OC(=O)NC(Br)P(OCC)(=O)C(NC(=O)OC(C)(C)C)Br (Ethyl bis(N-tert-butoxycarbonylamino(bromo)methyl)phosphinate). Run in C1CCOC1 (THF), C1CCOC1 (THF). Run at temperature -78 celsius. Product: C(C)(C)(C)OC(=O)NC(CC1=CC=CC=C1)P(OCC)(=O)C(CC1=CC=CC=C1)NC(=O)OC(C)(C)C (Ethyl bis(N-tert-butoxycarbonyl-1-amino-2-phenylethyl)phosphinate). The yield is 29.4%. RXN SMILES: [CH2:1]([Mg]Cl)[C:2]1[CH:7]=[CH:6][CH:5]=[CH:4][CH:3]=1.[C:10]([O:14][C:15]([NH:17][CH:18]([P:20]([CH:25](Br)[NH:26][C:27]([O:29][C:30]([CH3:33])([CH3:32])[CH3:31])=[O:28])(=[O:24])[O:21][CH2:22][CH3:23])Br)=[O:16])([CH3:13])([CH3:12])[CH3:11].[Cl-].[NH4+]>C1COCC1>[C:10]([O:14][C:15]([NH:17][CH:18]([P:20]([CH:25]([NH:26][C:27]([O:29][C:30]([CH3:33])([CH3:32])[CH3:31])=[O:28])[CH2:1][C:2]1[CH:7]=[CH:6][CH:5]=[CH:4][CH:3]=1)(=[O:24])[O:21][CH2:22][CH3:23])[CH2:1][C:2]1[CH:7]=[CH:6][CH:5]=[CH:4][CH:3]=1)=[O:16])([CH3:13])([CH3:12])[CH3:11] |f:2.3|. Procedure details: A 2.00N benzylmagnesium chloride solution (1.35 ml; 2.70 mmol) in THF is added dropwise to a solution of the bromide 6 (340 mg; 0.67 mmol) in THF (10 ml), which is stirred at -78° C. under an argon atmosphere. After stirring at -70° C. for 3 hours, the reaction solution is warmed to room temperature and mixed with saturated aqueous ammonium chloride solution (50 ml). The aqueous phase is extracted with ethyl acetate (3×60 ml). The combined organic phase is dried over Na2SO4 and concentrated unde...